This data is from the Open Reaction Database (ORD), a public repository of structured organic reaction records. The task is: describe an organic reaction: reactants, conditions, products, and yield Starting materials: CC1=NC=C(C(=C1OC(=O)OCC)COC(=O)OCC)CCl (2-Methyl-3-ethoxycarbonyloxy-4-ethoxycarbonyloxymethyl-5-chloromethylpyridine), CCOC(=S)S (ethyl xanthogenate). Yields the product CC1=NC=C(C(=C1OC(=O)OCC)COC(=O)OCC)CS (2-methyl-3-ethoxycarbonyloxy-4-ethoxycarbonyloxymethyl-5-mercaptomethylpyridine). Procedure: 2-Methyl-3-ethoxycarbonyloxy-4-ethoxycarbonyloxymethyl-5-chloromethylpyridine is converted to the corresponding ethyl xanthogenate and reduced in accordance with the procedure of Example 19 Step B to give 2-methyl-3-ethoxycarbonyloxy-4-ethoxycarbonyloxymethyl-5-mercaptomethylpyridine. As a reaction SMILES: [CH3:1][C:2]1[C:7]([O:8][C:9]([O:11][CH2:12][CH3:13])=[O:10])=[C:6]([CH2:14][O:15][C:16]([O:18][CH2:19][CH3:20])=[O:17])[C:5]([CH2:21]Cl)=[CH:4][N:3]=1.CCOC(S)=[S:27]>>[CH3:1][C:2]1[C:7]([O:8][C:9]([O:11][CH2:12][CH3:13])=[O:10])=[C:6]([CH2:14][O:15][C:16]([O:18][CH2:19][CH3:20])=[O:17])[C:5]([CH2:21][SH:27])=[CH:4][N:3]=1. Starting materials: CCOC(=O)c1cnc2[nH]ncc2c1N1CCC(N)(Cc2ccc(Cl)cc2)CC1, [K+], [OH-], O. Yields the product NC1(Cc2ccc(Cl)cc2)CCN(c2ccnc3[nH]ncc23)CC1. RXN SMILES: [CH2:1]([O:2][C:3](=[O:4])[c:6]1[c:7]([N:15]2[CH2:16][CH2:17][C:18]([CH2:21][c:22]3[cH:23][cH:24][c:25]([Cl:28])[cH:26][cH:27]3)([NH2:29])[CH2:19][CH2:20]2)[c:8]2[c:9]([n:10][cH:11]1)[nH:12][n:13][cH:14]2)[CH3:5].[K+:32].[OH-:31].[OH2:30]>>[cH:6]1[c:7]([N:15]2[CH2:16][CH2:17][C:18]([CH2:21][c:22]3[cH:23][cH:24][c:25]([Cl:28])[cH:26][cH:27]3)([NH2:29])[CH2:19][CH2:20]2)[c:8]2[c:9]([n:10][cH:11]1)[nH:12][n:13][cH:14]2. Yields the product CNC(=O)c1[nH]c(C(C)(C)C)cc1N. As a reaction SMILES: [CH3:17][CH2:18][O:19][C:20]([CH3:21])=[O:22].[CH3:1][NH:2][C:3](=[O:4])[c:5]1[nH:6][c:7]([C:13]([CH3:14])([CH3:15])[CH3:16])[cH:8][c:9]1[N+:10]([O-:11])=[O:12]>>[CH3:1][NH:2][C:3](=[O:4])[c:5]1[nH:6][c:7]([C:13]([CH3:14])([CH3:15])[CH3:16])[cH:8][c:9]1[NH2:10]. Reactants: CCOC(C)=O, CNC(=O)c1[nH]c(C(C)(C)C)cc1[N+](=O)[O-]. The reactants are C(C)(C)(C)OC(NC1=C(C=C(C(=C1)N(C)CCOC)Cl)NC(CC(C1=CC(=CC=C1)N1N=NC=C1)=O)=O)=O ({4-chloro-5-[(2-methoxy-ethyl)-methyl-amino]-2-[3-oxo-3-(3-[1,2,3]triazol-1-yl-phenyl)-propionylamino]-phenyl}-carbamic acid tert.-butyl ester), C(=O)(C(F)(F)F)O (TFA). Solvent: C(Cl)Cl (CH2Cl2). Yields the product ClC=1C(=CC2=C(NC(CC(=N2)C2=CC(=CC=C2)N2N=NC=C2)=O)C1)N(C)CCOC (8-Chloro-7-[(2-methoxy-ethyl)-methyl-amino]-4-(3-[1,2,3]triazol-1-yl-phenyl)-1,3-dihydro-benzo[b][1,4]diazepin-2-one), solid. Reaction SMILES: C(OC(=O)[NH:7][C:8]1[CH:13]=[C:12]([N:14]([CH2:16][CH2:17][O:18][CH3:19])[CH3:15])[C:11]([Cl:20])=[CH:10][C:9]=1[NH:21][C:22](=[O:37])[CH2:23][C:24](=O)[C:25]1[CH:30]=[CH:29][CH:28]=[C:27]([N:31]2[CH:35]=[CH:34][N:33]=[N:32]2)[CH:26]=1)(C)(C)C.C(O)(C(F)(F)F)=O>C(Cl)Cl>[Cl:20][C:11]1[C:12]([N:14]([CH2:16][CH2:17][O:18][CH3:19])[CH3:15])=[CH:13][C:8]2[N:7]=[C:24]([C:25]3[CH:30]=[CH:29][CH:28]=[C:27]([N:31]4[CH:35]=[CH:34][N:33]=[N:32]4)[CH:26]=3)[CH2:23][C:22](=[O:37])[NH:21][C:9]=2[CH:10]=1. Procedure: The title compound was prepared from {4-chloro-5-[(2-methoxy-ethyl)-methyl-amino]-2-[3-oxo-3-(3-[1,2,3]triazol-1-yl-phenyl)-propionylamino]-phenyl}-carbamic acid tert.-butyl ester (Example M14) by treatment with TFA in CH2Cl2 according to the general procedure N. Obtained as a yellow solid (69 mg). Reactants: ClC1=C(C=CC(=C1)F)S(=O)(=O)[C@@H]1C[C@H](N(C1)C1=CC(=NN1CCC1=CC=CC=C1)C)C(=O)NC1(CC1)C#N ((2S,4R)-4-(2-chloro-4-fluorophenylsulfonyl)-N-(1-cyanocyclopropyl)-1-(3-methyl-1-phenethyl-1H-pyrazol-5-yl)pyrrolidine-2-carboxamide), FC(CO)(F)F (2,2,2,-trifluoroethanol). The product is C(C(F)(F)F)O (75-89-8), C(#N)C1(CC1)NC(=O)[C@H]1N(C[C@@H](C1)S(=O)(=O)C1=C(C=C(C=C1)OCC(F)(F)F)Cl)C=1N(N=C(C1)C)CCC1=CC=CC=C1 ((2S,4R)-4-[2-Chloro-4-(2,2,2-trifluoro-ethoxy)-benzenesulfonyl]-1-(5-methyl-2-phenethyl-2H-pyrazol-3-yl)-pyrrolidine-2-carboxylic acid (1-cyano-cyclopropyl)-amide). As a reaction SMILES: [Cl:1][C:2]1[CH:7]=[C:6](F)[CH:5]=[CH:4][C:3]=1[S:9]([C@H:12]1[CH2:16][N:15]([C:17]2[N:21]([CH2:22][CH2:23][C:24]3[CH:29]=[CH:28][CH:27]=[CH:26][CH:25]=3)[N:20]=[C:19]([CH3:30])[CH:18]=2)[C@H:14]([C:31]([NH:33][C:34]2([C:37]#[N:38])[CH2:36][CH2:35]2)=[O:32])[CH2:13]1)(=[O:11])=[O:10].[F:39][C:40]([F:44])([F:43])[CH2:41][OH:42]>>[CH2:41]([OH:42])[C:40]([F:44])([F:43])[F:39].[C:37]([C:34]1([NH:33][C:31]([C@@H:14]2[CH2:13][C@@H:12]([S:9]([C:3]3[CH:4]=[CH:5][C:6]([O:42][CH2:41][C:40]([F:44])([F:43])[F:39])=[CH:7][C:2]=3[Cl:1])(=[O:11])=[O:10])[CH2:16][N:15]2[C:17]2[N:21]([CH2:22][CH2:23][C:24]3[CH:25]=[CH:26][CH:27]=[CH:28][CH:29]=3)[N:20]=[C:19]([CH3:30])[CH:18]=2)=[O:32])[CH2:35][CH2:36]1)#[N:38]. Procedure: In analogy to the procedure described in example 392, (2S,4R)-4-(2-chloro-4-fluorophenylsulfonyl)-N-(1-cyanocyclopropyl)-1-(3-methyl-1-phenethyl-1H-pyrazol-5-yl)pyrrolidine-2-carboxamide (example 484c) was reacted with 2,2,2,-trifluoroethanol (CAS Reg. No. 75-89-8 99) to give the title compound as colorless oil. MS (ESI): m/z=636.2 [M+H]+. Starting materials: COC1C(CC2=C(C(=C(C=C12)C)C)CCO)C (2-(1-methoxy-2,5,6-trimethyl-2,3-dihydro-1H-inden-4-yl)ethanol), C1=CC=C(C=C1)P(C2=CC=CC=C2)C3=CC=CC=C3 (PPh3), C1CCOC1 (THF), C1CC(=O)N(C1=O)Br (NBS). Run at temperature 0 celsius, time 5 minute. Product: BrCCC1=C2CC(C(C2=CC(=C1C)C)OC)C (4-(2-Bromoethyl)-1-methoxy-2,5,6-trimethylindane). As a reaction SMILES: [CH3:1][O:2][CH:3]1[C:11]2[C:6](=[C:7]([CH2:14][CH2:15]O)[C:8]([CH3:13])=[C:9]([CH3:12])[CH:10]=2)[CH2:5][CH:4]1[CH3:17].C1C=CC(P(C2C=CC=CC=2)C2C=CC=CC=2)=CC=1.C1COCC1.C1C(=O)N([Br:49])C(=O)C1>>[Br:49][CH2:15][CH2:14][C:7]1[C:8]([CH3:13])=[C:9]([CH3:12])[CH:10]=[C:11]2[C:6]=1[CH2:5][CH:4]([CH3:17])[CH:3]2[O:2][CH3:1]. Procedure details: To a mixture of 36.66 g (156.44 mmol) of 2-(1-methoxy-2,5,6-trimethyl-2,3-dihydro-1H-inden-4-yl)ethanol and 41 g (156.44 mmol) PPh3 in 650 ml of THF 27.85 g (156.44 mmol) of NBS was added at vigorous stirring for 5 min at 0° C. This mixture was stirred for 2 h at room temperature and then evaporated to dryness. A solution of the residue in 500 ml of hexanes was filtered through glass frit (G3), and the precipitate was additionally washed by 3×300 ml hexanes. The combined organic extract was evap...